Dataset: the Open Reaction Database (ORD), a public repository of structured organic reaction records. Task: describe an organic reaction: reactants, conditions, products, and yield The reactants are CCCCNn1c(CCC)n[n+](CCCC)c1CCC, COC(C)(OC)P(C)(=O)[O-], [Cl-], [Na+]. Yields the product CCCCNn1c(CCC)n[n+](CCCC)c1CCC, COC(C)(OC)P(C)(=O)[O-]. RXN SMILES: [CH2:13]([CH2:14][CH2:15][CH3:16])[n+:17]1[n:18][c:19]([CH2:30][CH2:31][CH3:32])[n:20]([NH:25][CH2:26][CH2:27][CH2:28][CH3:29])[c:21]1[CH2:22][CH2:23][CH3:24].[CH3:1][O:2][C:3]([CH3:4])([O:5][CH3:6])[P:7]([O-:8])(=[O:9])[CH3:10].[Cl-:12].[Na+:11]>>[CH2:13]([CH2:14][CH2:15][CH3:16])[n+:17]1[n:18][c:19]([CH2:30][CH2:31][CH3:32])[n:20]([NH:25][CH2:26][CH2:27][CH2:28][CH3:29])[c:21]1[CH2:22][CH2:23][CH3:24].[CH3:1][O:2][C:3]([CH3:4])([O:5][CH3:6])[P:7](=[O:8])([O-:9])[CH3:10]. The reactants are ClC1=CC2=C(N(C(=N2)NC2=CC=C(C=C2)OC)CC2=CC=C(C(=O)OC)C=C2)C=C1Cl (Methyl 4-[(5,6-dichloro-2-{[4-(methoxy)-phenyl]amino}-1H-benzimidazol-1-yl)methyl]benzoate), [H-].[Na+] (NaH), C(Cl)Cl (CH2Cl2), CI (MeI). Run in CN(C)C=O (DMF), CCOC(=O)C (EtOAc), hexanes. Conditions: time 2 hour. Yields the product ClC1=CC2=C(N(C(N2C)=NC2=CC=C(C=C2)OC)CC2=CC=C(C(=O)OC)C=C2)C=C1Cl (Methyl 4-[(5,6-dichloro-2-{[4-(methoxy)-phenyl]imino}-3-methyl-2,3-dihydro-1H-benzimidazol-1-yl)methyl]benzoate). As a reaction SMILES: [Cl:1][C:2]1[C:30]([Cl:31])=[CH:29][C:5]2[N:6]([CH2:18][C:19]3[CH:28]=[CH:27][C:22]([C:23]([O:25][CH3:26])=[O:24])=[CH:21][CH:20]=3)[C:7]([NH:9][C:10]3[CH:15]=[CH:14][C:13]([O:16][CH3:17])=[CH:12][CH:11]=3)=[N:8][C:4]=2[CH:3]=1.[H-].[Na+].CI.[CH2:36](Cl)Cl>CN(C=O)C.CCOC(C)=O>[Cl:1][C:2]1[C:30]([Cl:31])=[CH:29][C:5]2[N:6]([CH2:18][C:19]3[CH:28]=[CH:27][C:22]([C:23]([O:25][CH3:26])=[O:24])=[CH:21][CH:20]=3)[C:7](=[N:9][C:10]3[CH:11]=[CH:12][C:13]([O:16][CH3:17])=[CH:14][CH:15]=3)[N:8]([CH3:36])[C:4]=2[CH:3]=1 |f:1.2|. Reported procedure: To a solution of the title compound of Example 19, Step B (0.45 mmol, 203 mg) in DMF (3 mL) was added NaH (0.54 mmol, 21 mg of 60% suspension in mineral oil). After 10 min MeI (0.9 mmol, 56 μL) was added and the reaction was allowed to stand at ambient temperature for 2 h. Aqueous workup with CH2Cl2/saturated NaHCO3, followed by flash chromatography on silica eluting with 30% and 40% EtOAc in hexanes, afforded the product as a white solid. LC-MS (ESI, Method B): 1.93 min. m/z 470.2 (M+1). Starting materials: CCC(C(=O)O)C(=O)C(C)C, [Cl-], Cl, [Na+], [Na+], [OH-]. Product: CC(C)C(=O)CC(=O)O. As a reaction SMILES: [CH2:1]([CH3:2])[CH:3]([C:4](=[O:5])[OH:6])[C:7]([CH:8]([CH3:9])[CH3:10])=[O:11].[Cl-:14].[ClH:12].[Na+:13].[Na+:16].[OH-:15]>>[CH2:3]([C:4](=[O:5])[OH:6])[C:7]([CH:8]([CH3:9])[CH3:10])=[O:11]. The reactants are CCOC(=O)c1cnc(Cl)c2c(COc3cccc(-c4nnn(C)n4)c3)csc12, CC(C)O, N. Yields the product CCOC(=O)c1cnc(N)c2c(COc3cccc(-c4nnn(C)n4)c3)csc12. As a reaction SMILES: [CH2:2]([CH3:3])[O:4][C:5](=[O:6])[c:7]1[c:8]2[c:9]([c:10]([Cl:13])[n:11][cH:12]1)[c:14]([CH2:17][O:18][c:19]1[cH:20][c:21](-[c:25]3[n:26][n:27][n:28]([CH3:30])[n:29]3)[cH:22][cH:23][cH:24]1)[cH:15][s:16]2.[CH3:31][CH:32]([OH:33])[CH3:34].[NH3:1]>>[NH2:1][c:10]1[c:9]2[c:8]([c:7]([C:5]([O:4][CH2:2][CH3:3])=[O:6])[cH:12][n:11]1)[s:16][cH:15][c:14]2[CH2:17][O:18][c:19]1[cH:20][c:21](-[c:25]2[n:26][n:27][n:28]([CH3:30])[n:29]2)[cH:22][cH:23][cH:24]1.